From a dataset of the Open Reaction Database (ORD), a public repository of structured organic reaction records. describe an organic reaction: reactants, conditions, products, and yield Starting materials: O1C(=NC2=C1C=CC=C2)/C=C/C[C@@H]([C@@H](C)N(C(=O)[C@H]2OC(C[C@@H]2C(=O)OCC)=O)CC2=CC1=CC=CC=C1C=C2)C2=CC1=C(C=C2)OCO1 (ethyl (2S,3S)-2-[N-{(1R,2R,4E)-5-(2-benzoxazolyl)-1-methyl-2-(3,4-methylenedioxyphenyl)-4-pentenyl}-N-(2-naphthylmethyl)carbamoyl]-5-oxotetrahydrofuran-3-carboxylate), [OH-].[Na+] (sodium hydroxide). Solvent: O1CCCC1 (tetrahydrofuran), O (water). Conditions: time 8 hour. The product is O1C(=NC2=C1C=CC=C2)/C=C/C[C@@H]([C@@H](C)N(C(=O)[C@H]([C@H](CC(=O)[O-])C(=O)OCC)O)CC2=CC1=CC=CC=C1C=C2)C2=CC1=C(C=C2)OCO1.[Na+] (Sodium (3S,4S)-4-[N-{(1R,2R,4E)-5-(2-benzoxazolyl)-1-methyl-2-(3,4-methylenedioxyphenyl)-4-pentenyl}-N-(2-naphthylmethyl)carbamoyl]-3-ethoxycarbonyl-4-hydroxybutanoate). The yield is 26.0%. RXN SMILES: [O:1]1[C:5]2[CH:6]=[CH:7][CH:8]=[CH:9][C:4]=2[N:3]=[C:2]1/[CH:10]=[CH:11]/[CH2:12][C@H:13]([C:41]1[CH:46]=[CH:45][C:44]2[O:47][CH2:48][O:49][C:43]=2[CH:42]=1)[C@H:14]([N:16]([CH2:30][C:31]1[CH:40]=[CH:39][C:38]2[C:33](=[CH:34][CH:35]=[CH:36][CH:37]=2)[CH:32]=1)[C:17]([C@@H:19]1[C@@H:23]([C:24]([O:26][CH2:27][CH3:28])=[O:25])[CH2:22][C:21](=[O:29])[O:20]1)=[O:18])[CH3:15].[OH-:50].[Na+:51]>O1CCCC1.O>[O:1]1[C:5]2[CH:6]=[CH:7][CH:8]=[CH:9][C:4]=2[N:3]=[C:2]1/[CH:10]=[CH:11]/[CH2:12][C@H:13]([C:41]1[CH:46]=[CH:45][C:44]2[O:47][CH2:48][O:49][C:43]=2[CH:42]=1)[C@H:14]([N:16]([CH2:30][C:31]1[CH:40]=[CH:39][C:38]2[C:33](=[CH:34][CH:35]=[CH:36][CH:37]=2)[CH:32]=1)[C:17]([C@@H:19]([OH:50])[C@@H:23]([C:24]([O:26][CH2:27][CH3:28])=[O:25])[CH2:22][C:21]([O-:20])=[O:29])=[O:18])[CH3:15].[Na+:51] |f:1.2,5.6|. Procedure details: 120 mg of ethyl (2S,3S)-2-[N-{(1R,2R,4E)-5-(2-benzoxazolyl)-1-methyl-2-(3,4-methylenedioxyphenyl)-4-pentenyl}-N-(2-naphthylmethyl)carbamoyl]-5-oxotetrahydrofuran-3-carboxylate was dissolved in a mixed solution of 5 ml of tetrahydrofuran and 2 ml of water, and 182 μl of a 1N sodium hydroxide aqueous solution was added thereto, followed by stirring at room temperature overnight. The solvent was distilled off, and the residue was purified by silica gel column chromatography (chloroform/methanol=20/... Reactants: OC(C1N(CCC1)C(=O)OC(C)(C)C)C1=NC=CC=C1 (tert-butyl 2-(hydroxy(pyridin-2-yl)methyl)pyrrolidine-1-carboxylate), FC(C(=O)O)(F)F (trifluoroacetic acid). The solvent is ClCCl (dichloromethane). Conditions: time 1 hour. Yields the product N1=C(C=CC=C1)C(O)C1NCCC1 (Pyridin-2-yl(pyrrolidin-2-yl)methanol). RXN SMILES: [OH:1][CH:2]([C:15]1[CH:20]=[CH:19][CH:18]=[CH:17][N:16]=1)[CH:3]1[CH2:7][CH2:6][CH2:5][N:4]1C(OC(C)(C)C)=O.FC(F)(F)C(O)=O>ClCCl>[N:16]1[CH:17]=[CH:18][CH:19]=[CH:20][C:15]=1[CH:2]([CH:3]1[CH2:7][CH2:6][CH2:5][NH:4]1)[OH:1]. Procedure details: N-Boc-pyrrolidine (5.0 g) is dissolved in diethyl ether (60 mL) and the solution is cooled to −78° C. N,N,N′,N′-Tetramethylenediamine (TMEDA) (4.4 mL) is added to the mixture followed by sec-butyl lithium (27.0 mL, 1.3 M in cyclohexane) maintaining the temperature below −60° C. After 2 h, 2-pyridine carboxaldehyde (3.3 mL) is added and the mixture is stirred at −70° C. for an additional 30 min. The reaction mixture is allowed to warm to room temperature and is then quenched with water (25 mL) an... Starting materials: FC(OC1=CC=C(C=C1)N1C(C2(CC1)CCNCC2)=O)(F)F (2-(4-trifluoromethoxy-phenyl)-2,8-diaza-spiro[4.5]decan-1-one), O=C(OC(Cl)(Cl)Cl)Cl (diphosgene), C(C1=CC=CC=C1)NCC (benzyl-ethyl-amine). Conditions: temperature 80 celsius, time 1 hour. Product: C(C1=CC=CC=C1)N(C(=O)N1CCC2(CCN(C2=O)C2=CC=C(C=C2)OC(F)(F)F)CC1)CC (1-Oxo-2-(4-trifluoromethoxy-phenyl)-2,8-diaza-spiro[4.5]decane-8-carboxylic acid benzyl-ethyl-amide). Reaction SMILES: [F:1][C:2]([F:22])([F:21])[O:3][C:4]1[CH:9]=[CH:8][C:7]([N:10]2[CH2:14][CH2:13][C:12]3([CH2:19][CH2:18][NH:17][CH2:16][CH2:15]3)[C:11]2=[O:20])=[CH:6][CH:5]=1.O=C(Cl)[O:25][C:26](Cl)(Cl)Cl.[CH2:31]([NH:38][CH2:39][CH3:40])[C:32]1[CH:37]=[CH:36][CH:35]=[CH:34][CH:33]=1>>[CH2:31]([N:38]([CH2:39][CH3:40])[C:26]([N:17]1[CH2:16][CH2:15][C:12]2([C:11](=[O:20])[N:10]([C:7]3[CH:8]=[CH:9][C:4]([O:3][C:2]([F:1])([F:21])[F:22])=[CH:5][CH:6]=3)[CH2:14][CH2:13]2)[CH2:19][CH2:18]1)=[O:25])[C:32]1[CH:37]=[CH:36][CH:35]=[CH:34][CH:33]=1. Reported procedure: This material was prepared in analogy to example 251 step B) from 2-(4-trifluoromethoxy-phenyl)-2,8-diaza-spiro[4.5]decan-1-one, diphosgene and benzyl-ethyl-amine. The reaction mixture was stirred for 1 h at room temperature, 2 h at 50° C. and 1 h at 80° C. before subjecting to work-up and purification. MS (ESI): 476.5 (MH+). Reactants: CS(=O)(=O)c1cc(Br)ccc1CO, C1CCOC1, ClCCl, [H-], CI, [Na+], O. The product is COCc1ccc(Br)cc1S(C)(=O)=O. As a reaction SMILES: [Br:1][c:2]1[cH:3][c:4]([S:10](=[O:11])(=[O:12])[CH3:13])[c:5]([CH2:8][OH:9])[cH:6][cH:7]1.[CH2:16]1[O:17][CH2:18][CH2:19][CH2:20]1.[Cl:23][CH2:24][Cl:25].[H-:14].[I:21][CH3:22].[Na+:15].[OH2:26]>>[Br:1][c:2]1[cH:3][c:4]([S:10](=[O:11])(=[O:12])[CH3:13])[c:5]([CH2:8][O:9][CH3:16])[cH:6][cH:7]1. Reactants: C1(C=2C(C(N1C(CC1=CC=C(C=C1)C1=CC=C(C=C1)C(C)=O)C)=O)=CC=CC2)=O (4'-(2-phthalimido-propyl)-4-acetyl-biphenyl), glycol, O.NN (hydrazine hydrate), [OH-].[K+] (potassium hydroxide). Solvent: O (water). The product is NC(CC1=CC=C(C=C1)C1=CC=C(C=C1)CC)C (4'-(2-Amino-propyl)-4-ethyl-biphenyl). RXN SMILES: C1(=O)[N:5]([CH:6]([CH3:23])[CH2:7][C:8]2[CH:13]=[CH:12][C:11]([C:14]3[CH:19]=[CH:18][C:17]([C:20](=O)[CH3:21])=[CH:16][CH:15]=3)=[CH:10][CH:9]=2)C(=O)C2=CC=CC=C12.O.NN.[OH-].[K+]>O>[NH2:5][CH:6]([CH3:23])[CH2:7][C:8]1[CH:13]=[CH:12][C:11]([C:14]2[CH:19]=[CH:18][C:17]([CH2:20][CH3:21])=[CH:16][CH:15]=2)=[CH:10][CH:9]=1 |f:1.2,3.4|. Procedure: 1.0 g (2.6 mmol) of 4'-(2-phthalimido-propyl)-4-acetyl-biphenyl are stirred into 25 ml of glycol with 0.5 ml of hydrazine hydrate and 0.9 g (0.016 mol) of potassium hydroxide for 3 hours at 200° C. The mixture is then diluted with water, extracted with ether and the extracts are concentrated by evaporation. Starting materials: 57.2, BrC1=CC=C(O1)C(=O)O (5-bromo-2-furoic acid), C(CCCCCCC\C=C/CCCCC)O (cis-9-pentadecenol), [H-].[Na+] (sodium hydride), CC=1C=CC(=CC1)C (p-xylene). The solvent is C(C)(=O)O (acetic acid), O (water). The product is C(CCCCCCC\C=C/CCCCC)OC1=CC=C(O1)C(=O)O (5-(cis-9-pentadecenyloxy)-2-furoic acid). RXN SMILES: Br[C:2]1[O:6][C:5]([C:7]([OH:9])=[O:8])=[CH:4][CH:3]=1.[CH2:10]([OH:25])[CH2:11][CH2:12][CH2:13][CH2:14][CH2:15][CH2:16][CH2:17]/[CH:18]=[CH:19]\[CH2:20][CH2:21][CH2:22][CH2:23][CH3:24].[H-].[Na+].CC1C=CC(C)=CC=1>O.C(O)(=O)C>[CH2:10]([O:25][C:2]1[O:6][C:5]([C:7]([OH:9])=[O:8])=[CH:4][CH:3]=1)[CH2:11][CH2:12][CH2:13][CH2:14][CH2:15][CH2:16][CH2:17]/[CH:18]=[CH:19]\[CH2:20][CH2:21][CH2:22][CH2:23][CH3:24] |f:2.3|. Procedure details: A mixture of 57.2 (0.300 mole) of 5-bromo-2-furoic acid, 121.0 g (0.45 mole) of cis-9-pentadecenol, 18.0 g (0.750 mole) of sodium hydride and 2 liters of p-xylene are heated to reflux for 48 hours. The mixture is allowed to cool, then is acidified with acetic acid and diluted with 2 liters of water. The organic layer is separated, dried, evaporated to dryness, and the residue recrystallized from hexane to give 5-(cis-9-pentadecenyloxy)-2-furoic acid.